This data is from the Open Reaction Database (ORD), a public repository of structured organic reaction records. The task is: describe an organic reaction: reactants, conditions, products, and yield Starting materials: compound ( 9 ), [Cl-].[Na+] (sodium chloride), CS(=O)(=O)C1=NSC(=N1)C1=CC(=CC=C1)Cl (3-methylsulfonyl-5-(3-chlorophenyl)-1,2,4-thiadiazole), C(C#CC)O (2-butyne-1-ol), [H-].[Na+] (sodium hydride). The solvent is CN(C=O)C (N,N-dimethylformamide). Conditions: time 30 minute. The product is ClC=1C=C(C=CC1)C1=NC(=NS1)OCC#CC (5-(3-chlorophenyl)-3-(2-butynyloxy)-1,2,4-thiadiazole). Isolated yield 86.0%. As a reaction SMILES: CS([C:5]1[N:9]=[C:8]([C:10]2[CH:15]=[CH:14][CH:13]=[C:12]([Cl:16])[CH:11]=2)[S:7][N:6]=1)(=O)=O.[CH2:17]([OH:21])[C:18]#[C:19][CH3:20].[H-].[Na+].[Cl-].[Na+]>CN(C)C=O>[Cl:16][C:12]1[CH:11]=[C:10]([C:8]2[S:7][N:6]=[C:5]([O:21][CH2:17][C:18]#[C:19][CH3:20])[N:9]=2)[CH:15]=[CH:14][CH:13]=1 |f:2.3,4.5|. Procedure details: In 2.5 ml of N,N-dimethylformamide, 350 mg of 3-methylsulfonyl-5-(3-chlorophenyl)-1,2,4-thiadiazole and 98 mg of 2-butyne-1-ol were dissolved, to the resulting solution was added 56 mg of sodium hydride (60% oily) with ice-cooling, and the mixture was stirred for 30 minutes, and further stirred at room temperature for 1 hour. Then, the reaction mixture was poured into an aqueous saturated sodium chloride solution, and the mixture was extracted with t-butyl methyl ether. The residue obtained by c...